This data is from the Open Reaction Database (ORD), a public repository of structured organic reaction records. The task is: describe an organic reaction: reactants, conditions, products, and yield Reactants: CC(C)O, O=S(=O)(Cl)C1CC1, [Cl-], c1ccncc1. Yields the product CC(C)OS(=O)(=O)C1CC1. RXN SMILES: [CH:1]([CH3:2])([CH3:3])[OH:4].[CH:5]1([S:8](=[O:9])(=[O:10])[Cl:11])[CH2:6][CH2:7]1.[Cl-:12].[cH:13]1[cH:14][cH:15][n:16][cH:17][cH:18]1>>[CH:1]([CH3:2])([CH3:3])[O:4][S:8]([CH:5]1[CH2:6][CH2:7]1)(=[O:9])=[O:10]. Reactants: C(C)OC(=O)[C@@H](CCCCCCN1C(C=2C(C1=O)=CC=CC2)=O)N[C@H]2COC1=C(N(C2=O)CC(=O)OC(C)(C)C)C=CC=C1 (tert-butyl 3(S)-[1(R)-ethoxycarbonyl-7-phthalimidoheptyl]amino-4-oxo-2,3,4,5-tetrahydro-1,5-benzoxazepine-5-acetate), C(C)(=O)OCC.Cl (hydrogen chloride-ethyl acetate). The solvent is Petroleum ether. Conditions: time 3 hour. Product: Cl.C(C)OC(=O)[C@@H](CCCCCCN1C(C=2C(C1=O)=CC=CC2)=O)N[C@H]2COC1=C(N(C2=O)CC(=O)O)C=CC=C1 (3(S)-[1(R)-ethoxycarbonyl-7-phthalimidoheptyl]amino-4-oxo-2,3,4,5-tetrahydro-1,5-benzoxazepine-5-acetic acid hydrochloride). RXN SMILES: [CH2:1]([O:3][C:4]([C@H:6]([NH:24][C@@H:25]1[C:31](=[O:32])[N:30]([CH2:33][C:34]([O:36]C(C)(C)C)=[O:35])[C:29]2[CH:41]=[CH:42][CH:43]=[CH:44][C:28]=2[O:27][CH2:26]1)[CH2:7][CH2:8][CH2:9][CH2:10][CH2:11][CH2:12][N:13]1[C:17](=[O:18])[C:16]2=[CH:19][CH:20]=[CH:21][CH:22]=[C:15]2[C:14]1=[O:23])=[O:5])[CH3:2].C(OCC)(=O)C.[ClH:51]>>[ClH:51].[CH2:1]([O:3][C:4]([C@H:6]([NH:24][C@@H:25]1[C:31](=[O:32])[N:30]([CH2:33][C:34]([OH:36])=[O:35])[C:29]2[CH:41]=[CH:42][CH:43]=[CH:44][C:28]=2[O:27][CH2:26]1)[CH2:7][CH2:8][CH2:9][CH2:10][CH2:11][CH2:12][N:13]1[C:17](=[O:18])[C:16]2=[CH:19][CH:20]=[CH:21][CH:22]=[C:15]2[C:14]1=[O:23])=[O:5])[CH3:2] |f:1.2,3.4|. Procedure details: In 5 ml of 5N hydrogen chloride-ethyl acetate solution is dissolved 0.12 g of tert-butyl 3(S)-[1(R)-ethoxycarbonyl-7-phthalimidoheptyl]amino-4-oxo-2,3,4,5-tetrahydro-1,5-benzoxazepine-5-acetate obtained in Example 64, and the solution is allowed to stand at room temperature for 3 hours. Petroleum ether (100 ml) is added to the solution and the deposited precipitate is dried under reduced pressure to give 0.08 g of 3(S)-[1(R)-ethoxycarbonyl-7-phthalimidoheptyl]amino-4-oxo-2,3,4,5-tetrahydro-1,5-b... Starting materials: C1CCOC1, COCC(C)(COC)CN(CCCN(C)CCC1(O)CCc2cc(F)ccc2C1C(C)C)C(=O)CF. The product is COCC(C)(COC)CN(CCF)CCCN(C)CCC1(O)CCc2cc(F)ccc2C1C(C)C. Reaction SMILES: [CH2:37]1[O:38][CH2:39][CH2:40][CH2:41]1.[F:1][CH2:2][C:3](=[O:4])[N:5]([CH2:6][C:7]([CH2:8][O:9][CH3:10])([CH3:11])[CH2:12][O:13][CH3:14])[CH2:15][CH2:16][CH2:17][N:18]([CH3:19])[CH2:20][CH2:21][C:22]1([OH:36])[CH:23]([CH:33]([CH3:34])[CH3:35])[c:24]2[cH:25][cH:26][c:27]([F:32])[cH:28][c:29]2[CH2:30][CH2:31]1>>[F:1][CH2:2][CH2:3][N:5]([CH2:6][C:7]([CH2:8][O:9][CH3:10])([CH3:11])[CH2:12][O:13][CH3:14])[CH2:15][CH2:16][CH2:17][N:18]([CH3:19])[CH2:20][CH2:21][C:22]1([OH:36])[CH:23]([CH:33]([CH3:34])[CH3:35])[c:24]2[cH:25][cH:26][c:27]([F:32])[cH:28][c:29]2[CH2:30][CH2:31]1. The reactants are COC1=C(C=CC=C1)SCCCN(C(NC=1SC(=CN1)SC(C(=O)O)(C)C)=O)[C@@H]1CC[C@H](CC1)C (2-{2-[3-[3-(2-methoxy-phenylsulfanyl)-propyl]-3-(trans-4-methyl-cyclohexyl)-ureido]-thiazol-5-ylsulfanyl}-2-methyl-propionic acid), C1(=CC=CC=C1)S (thiophenol), C(C)OC(CSC1=CN=C(S1)N)=O ((2-aminothiazol-5-ylsulfanyl)acetic acid ethyl ester). As a reaction SMILES: CO[C:3]1[CH:8]=[CH:7][CH:6]=[CH:5][C:4]=1[S:9][CH2:10][CH2:11][CH2:12][N:13]([C@H:29]1[CH2:34][CH2:33][C@H:32]([CH3:35])[CH2:31][CH2:30]1)[C:14](=[O:28])[NH:15][C:16]1[S:17][C:18]([S:21][C:22](C)(C)[C:23]([OH:25])=[O:24])=[CH:19][N:20]=1.C1(S)C=CC=CC=1.C(OC(=O)CSC1SC(N)=NC=1)C>>[CH3:35][C@H:32]1[CH2:33][CH2:34][C@H:29]([N:13]([CH2:12][CH2:11][CH2:10][S:9][C:4]2[CH:3]=[CH:8][CH:7]=[CH:6][CH:5]=2)[C:14](=[O:28])[NH:15][C:16]2[S:17][C:18]([S:21][CH2:22][C:23]([OH:25])=[O:24])=[CH:19][N:20]=2)[CH2:30][CH2:31]1. Product: C[C@@H]1CC[C@H](CC1)N(C(NC=1SC(=CN1)SCC(=O)O)=O)CCCSC1=CC=CC=C1 ({2-[3-(trans-4-Methyl-cyclohexyl)-3-(3-phenylsulfanyl-propyl)-ureido]-thiazol-5-ylsulfanyl}-acetic acid). Procedure details: The compound was prepared following an analogous procedure to the one described for the synthesis 2-{2-[3-[3-(2-methoxy-phenylsulfanyl)-propyl]-3-(trans-4-methyl-cyclohexyl)-ureido]-thiazol-5-ylsulfanyl}-2-methyl-propionic acid using thiophenol and (2-aminothiazol-5-ylsulfanyl)acetic acid ethyl ester.